Dataset: the Open Reaction Database (ORD), a public repository of structured organic reaction records. Task: describe an organic reaction: reactants, conditions, products, and yield Starting materials: C(C)(=O)OCC (ethyl acetate), Cl (hydrochloric acid), C([O-])([O-])=O.[K+].[K+] (potassium carbonate), C(C1=CC=CC=C1)OC(=O)NC1(CC1)C1=C(C=C2C(C(=CN(C2=C1F)[C@H](CNC)C)C(=O)OCC)=O)F (ethyl (S)-7-(1-benzyloxycarbonylaminocyclopropyl)-6,8-difluoro-1-[2-(N-methylamino)-1-methylethyl]-1,4-dihydro-4-oxo-3-quinolinecarboxylate). Run in O (water), CN(C=O)C (N,N-dimethylformamide). Run at time 6 hour. The product is C(C1=CC=CC=C1)OC(=O)NC1(CC1)C1=C(C=C2C=3N([C@H](CN(C13)C)C)C=C(C2=O)C(=O)OCC)F (ethyl (S)-10-(1-benzyloxycarbonylaminocyclopropyl)-9-fluoro-1,3-dimethyl-7-oxo-2,3-dihydro-1H,7H-pyrido[1,2,3-de]-quinoxaline-6-carboxylate). The yield is 52.0%. RXN SMILES: [CH2:1]([O:8][C:9]([NH:11][C:12]1([C:15]2[C:24](F)=[C:23]3[C:18]([C:19](=[O:36])[C:20]([C:31]([O:33][CH2:34][CH3:35])=[O:32])=[CH:21][N:22]3[C@@H:26]([CH3:30])[CH2:27][NH:28][CH3:29])=[CH:17][C:16]=2[F:37])[CH2:14][CH2:13]1)=[O:10])[C:2]1[CH:7]=[CH:6][CH:5]=[CH:4][CH:3]=1.C(=O)([O-])[O-].[K+].[K+].C(OCC)(=O)C.Cl>CN(C)C=O.O>[CH2:1]([O:8][C:9]([NH:11][C:12]1([C:15]2[C:24]3[N:28]([CH3:29])[CH2:27][C@H:26]([CH3:30])[N:22]4[CH:21]=[C:20]([C:31]([O:33][CH2:34][CH3:35])=[O:32])[C:19](=[O:36])[C:18]([C:23]=34)=[CH:17][C:16]=2[F:37])[CH2:13][CH2:14]1)=[O:10])[C:2]1[CH:3]=[CH:4][CH:5]=[CH:6][CH:7]=1 |f:1.2.3|. Procedure details: In 5 ml of N,N-dimethylformamide was dissolved 240 mg of ethyl (S)-7-(1-benzyloxycarbonylaminocyclopropyl)-6,8-difluoro-1-[2-(N-methylamino)-1-methylethyl]-1,4-dihydro-4-oxo-3-quinolinecarboxylate. To the resulting solution was added 80 mg of potassium carbonate. The resulting mixture was stirred at room temperature for 6 hours. The reaction mixture was added to a mixture of 20 ml of ethyl acetate and 20 ml of water. The resulting mixture was adjusted to pH 3 with 2N hydrochloric acid. The organ... Starting materials: ClC1=CC=C(C=N1)CNCCO (2-{[(6-chloro(3-pyridyl))methyl]amino}ethan-1-ol), COCCBr (2-bromoethyl methyl ether), C(C)(C)N(CC)C(C)C (diisopropylethylamine). The solvent is O1CCOCC1 (1,4-dioxane). Reaction conditions: temperature 95 celsius. The product is ClC1=CC=C(C=N1)CN(CCO)CCOC (2-{[(6-chloro(3-pyridyl))methyl](2-methoxyethyl)amino}ethan-1-ol). Isolated yield 58.6%. RXN SMILES: [Cl:1][C:2]1[N:7]=[CH:6][C:5]([CH2:8][NH:9][CH2:10][CH2:11][OH:12])=[CH:4][CH:3]=1.[CH3:13][O:14][CH2:15][CH2:16]Br.C(N(C(C)C)CC)(C)C>O1CCOCC1>[Cl:1][C:2]1[N:7]=[CH:6][C:5]([CH2:8][N:9]([CH2:16][CH2:15][O:14][CH3:13])[CH2:10][CH2:11][OH:12])=[CH:4][CH:3]=1. Procedure details: A stirred mixture of 6.0 grams (0.03 mole) of 2-{[(6-chloro(3-pyridyl))methyl]amino}ethan-1-ol (known compound), 4.6 grams (0.033 mole) of 2-bromoethyl methyl ether and 5.8 grams (0.045 mole) if diisopropylethylamine in 120 mL of 1,4-dioxane was heated at 95° C. for 36 hours. After this time the reaction mixture was cooled to ambient temperature and was concentrated under reduced pressure to a residue. The residue was purified by column chromatography on silica gel, eluting with a mixture of met... Reactants: CCO, CCOC(=O)C(F)(F)C(O)(Cn1cncn1)c1ccc(F)cc1F, [Na+], [OH-]. Product: O=C(O)C(F)(F)C(O)(Cn1cncn1)c1ccc(F)cc1F. As a reaction SMILES: [CH3:27][CH2:28][OH:29].[F:1][c:2]1[c:3]([C:9]([C:10]([C:11](=[O:12])[O:13][CH2:14][CH3:15])([F:16])[F:17])([CH2:18][n:19]2[n:20][cH:21][n:22][cH:23]2)[OH:24])[cH:4][cH:5][c:6]([F:8])[cH:7]1.[Na+:26].[OH-:25]>>[F:1][c:2]1[c:3]([C:9]([C:10]([C:11](=[O:12])[OH:13])([F:16])[F:17])([CH2:18][n:19]2[n:20][cH:21][n:22][cH:23]2)[OH:24])[cH:4][cH:5][c:6]([F:8])[cH:7]1.